From a dataset of the Open Reaction Database (ORD), a public repository of structured organic reaction records. describe an organic reaction: reactants, conditions, products, and yield The reactants are C(C1=CC=CC=C1)OC(C(C)(C)C=1C=C2C(CC3(CCN(CC3)C(=O)C3=NC4=C(C=CC=C4C(=C3)OC)OC)OC2=CC1)=O)=O (2-{1′-[(4,8-dimethoxyquinolin-2-yl)carbonyl]-4-oxospiro[chromane-2,4′-piperidin]-6-yl}-2-methylpropanoic acid benzyl ester). Reagents/catalysts: [Pd] (Pd/C). Run in CO (MeOH). The product is COC1=CC(=NC2=C(C=CC=C12)OC)C(=O)N1CCC2(CC1)OC1=CC=C(C=C1C(C2)=O)C(C(=O)O)(C)C (2-{1′-[(4,8-Dimethoxyquinolin-2-yl)carbonyl]-4-oxospiro[chroman-2,4′-piperidin]-6-yl}-2-methylpropanoic acid). Reaction SMILES: C([O:8][C:9](=[O:45])[C:10]([C:13]1[CH:14]=[C:15]2[C:41](=[CH:42][CH:43]=1)[O:40][C:18]1([CH2:23][CH2:22][N:21]([C:24]([C:26]3[CH:35]=[C:34]([O:36][CH3:37])[C:33]4[C:28](=[C:29]([O:38][CH3:39])[CH:30]=[CH:31][CH:32]=4)[N:27]=3)=[O:25])[CH2:20][CH2:19]1)[CH2:17][C:16]2=[O:44])([CH3:12])[CH3:11])C1C=CC=CC=1>CO.[Pd]>[CH3:37][O:36][C:34]1[C:33]2[C:28](=[C:29]([O:38][CH3:39])[CH:30]=[CH:31][CH:32]=2)[N:27]=[C:26]([C:24]([N:21]2[CH2:22][CH2:23][C:18]3([CH2:17][C:16](=[O:44])[C:15]4[C:41](=[CH:42][CH:43]=[C:13]([C:10]([CH3:12])([CH3:11])[C:9]([OH:45])=[O:8])[CH:14]=4)[O:40]3)[CH2:19][CH2:20]2)=[O:25])[CH:35]=1. Reported procedure: 2-{1′-[(4,8-dimethoxyquinolin-2-yl)carbonyl]-4-oxospiro[chromane-2,4′-piperidin]-6-yl}-2-methylpropanoic acid benzyl ester (830 mg) was dissolved in 25 mL of MeOH and hydrogenated at 1.5 atmosphere over 100 mg of 10% Pd/C for 5 hrs. The mixture was filtered and the filtrate was concentrated and purified on preparative SiO2 PTC (CHCl3/MeOH=10:1) to give the intended compound as a colorless amorphous solid. 1H-NMR (400 MHz, CD3OD), 7.93 (1H, s), 7.88 (1H, d, J=2.3 Hz), 7.81 (1H, d, J=8.8 Hz), 7.65... Reactants: COC1=CSC=C1OC (3,4-dimethoxythiophene), C(CCCCC)=O (1-hexanone), OS(=O)(=O)[O-].[Na+] (NaHSO4). The solvent is C1(=CC=CC=C1)C (toluene). Product: COC1=CSC=C1OCCCCCC (3-methoxy-4-hexyloxythiophene). Reaction SMILES: [CH3:1][O:2][C:3]1[C:7]([O:8][CH3:9])=[CH:6][S:5][CH:4]=1.OS([O-])(=O)=O.[Na+].[CH:16](=O)[CH2:17][CH2:18][CH2:19][CH2:20]C>C1(C)C=CC=CC=1>[CH3:1][O:2][C:3]1[C:7]([O:8][CH2:9][CH2:16][CH2:17][CH2:18][CH2:19][CH3:20])=[CH:6][S:5][CH:4]=1 |f:1.2|. Reported procedure: 10 g of 3,4-dimethoxythiophene were dissolved in 10 cm3 of 1-hexanone and 30 cm3 of toluene, 0.5 g of NaHSO4 was added, and the mixture was heated to reflux. 6 cm3 of azeotrope were distilled off and the batch was then worked up as in Example 14. Fractionation gave 3.7 g of 3-methoxy-4-hexyloxythiophene, b.p. 80° to 85° C./0.1 mbar. 4 g of dihexyloxythiophene were obtained from the distillation residue by chromatography through SiO2 using CH2Cl2. The reactants are resultant mixture, O=C1C(=COC(=C1)C)OCC(=O)OCC (ethyl 2-(4-oxo-6-methyl-4H-pyran-3-yloxy)acetate), Cl (hydrochloric acid). The solvent is [OH-].[Na+] (sodium hydroxide), [OH-].[Na+] (sodium hydroxide). Conditions: time 30 minute. The product is O=C1C(=COC(=C1)C)OCC(=O)O (2-(4-oxo-6-methyl-4H-pyran-3-yloxy)acetic acid). Yield: 94.4%. RXN SMILES: [O:1]=[C:2]1[CH:7]=[C:6]([CH3:8])[O:5][CH:4]=[C:3]1[O:9][CH2:10][C:11]([O:13]CC)=[O:12].Cl>[OH-].[Na+]>[O:1]=[C:2]1[CH:7]=[C:6]([CH3:8])[O:5][CH:4]=[C:3]1[O:9][CH2:10][C:11]([OH:13])=[O:12] |f:2.3|. Procedure: A mixture of ethyl 2-(4-oxo-6-methyl-4H-pyran-3-yloxy)acetate (8.3 g) in 1 N sodium hydroxide (40 ml) was stirred at room temperature for 30 minutes. To the mixture was added further 1 N sodium hydroxide (6 ml) and the resultant mixture was stirred for 30 minutes. To the reaction mixture was added dropwise conc. hydrochloric acid (4 ml) under ice-cooling, and resulting crystals were collected by filtration, washed with water, and dried to give crystals (6.8 g) of 2-(4-oxo-6-methyl-4H-pyran-3-ylo... The reactants are COC(=O)c1cc(Cl)ccc1NC(=O)C(CCC(=O)O)NC(=O)OCc1ccccc1, c1ccc(N2CCNCC2)cc1. Product: COC(=O)c1cc(Cl)ccc1NC(=O)C(CCC(=O)N1CCN(c2ccccc2)CC1)NC(=O)OCc1ccccc1. As a reaction SMILES: [CH2:13]([c:14]1[cH:15][cH:16][cH:17][cH:18][cH:19]1)[O:20][C:21](=[O:22])[NH:23][CH:24]([CH2:25][CH2:26][C:27](=[O:28])[OH:29])[C:30](=[O:31])[NH:32][c:33]1[c:34]([C:40](=[O:41])[O:42][CH3:43])[cH:35][c:36]([Cl:39])[cH:37][cH:38]1.[c:1]1([N:7]2[CH2:8][CH2:9][NH:10][CH2:11][CH2:12]2)[cH:2][cH:3][cH:4][cH:5][cH:6]1>>[c:1]1([N:7]2[CH2:8][CH2:9][N:10]([C:27]([CH2:26][CH2:25][CH:24]([NH:23][C:21]([O:20][CH2:13][c:14]3[cH:15][cH:16][cH:17][cH:18][cH:19]3)=[O:22])[C:30](=[O:31])[NH:32][c:33]3[c:34]([C:40](=[O:41])[O:42][CH3:43])[cH:35][c:36]([Cl:39])[cH:37][cH:38]3)=[O:28])[CH2:11][CH2:12]2)[cH:2][cH:3][cH:4][cH:5][cH:6]1. Reactants: CCCOc1ccc(Br)cc1, O=C([O-])[O-], CN(C)CC(=O)O, CS(C)=O, [Cu]I, FC(F)(F)c1n[nH]c2c1CCCC2, [K+], [K+]. Product: CCCOc1ccc(-n2nc(C(F)(F)F)c3c2CCCC3)cc1. Reaction SMILES: [Br:14][c:15]1[cH:16][cH:17][c:18]([O:21][CH2:22][CH2:23][CH3:24])[cH:19][cH:20]1.[C:32](=[O:33])([O-:34])[O-:35].[CH3:25][N:26]([CH2:27][C:28](=[O:29])[OH:30])[CH3:31].[CH3:38][S:39]([CH3:40])=[O:41].[Cu:42][I:43].[F:1][C:2]([c:3]1[n:4][nH:5][c:6]2[c:11]1[CH2:10][CH2:9][CH2:8][CH2:7]2)([F:12])[F:13].[K+:36].[K+:37]>>[F:1][C:2]([c:3]1[n:4][n:5](-[c:15]2[cH:16][cH:17][c:18]([O:21][CH2:22][CH2:23][CH3:24])[cH:19][cH:20]2)[c:6]2[c:11]1[CH2:10][CH2:9][CH2:8][CH2:7]2)([F:12])[F:13]. Reactants: C([O-])([O-])=O.[K+].[K+] (potassium carbonate), [OH-].[K+] (potassium hydroxide), COCCOCCN(CCOCCOC)CCOCCOC (tris[2-(2-methoxyethoxy)ethyl]amine), C(C)OC=1C=C2C(=N[C@H]3CCCC[C@H]3C2=CC1OCC)C=1C=CC(=NC1)Cl ((+/-)-cis-8,9-diethoxy-6-(2-chloropyrid-5-yl)-1,2,3,4,4a,10b-hexahydrophenanthridine). Run in C1(=CC=CC=C1)C (toluene). The product is C(C)OC=1C=C2C(=N[C@H]3CCCC[C@H]3C2=CC1OCC)C=1C=CC(=NC1)O ((+/-)-cis-8,9-Diethoxy-6-(2-hydroxypyrid-5-yl)-1,2,3,4,4a,10b-hexahydrophenanthridine). Yield: 12.3%. RXN SMILES: [CH2:1]([O:3][C:4]1[CH:5]=[C:6]2[C:15](=[CH:16][C:17]=1[O:18][CH2:19][CH3:20])[C@H:14]1[C@H:9]([CH2:10][CH2:11][CH2:12][CH2:13]1)[N:8]=[C:7]2[C:21]1[CH:22]=[CH:23][C:24](Cl)=[N:25][CH:26]=1)[CH3:2].C(=O)([O-])[O-:29].[K+].[K+].[OH-].[K+].COCCOCCN(CCOCCOC)CCOCCOC>C1(C)C=CC=CC=1>[CH2:1]([O:3][C:4]1[CH:5]=[C:6]2[C:15](=[CH:16][C:17]=1[O:18][CH2:19][CH3:20])[C@H:14]1[C@H:9]([CH2:10][CH2:11][CH2:12][CH2:13]1)[N:8]=[C:7]2[C:21]1[CH:22]=[CH:23][C:24]([OH:29])=[N:25][CH:26]=1)[CH3:2] |f:1.2.3,4.5|. Reported procedure: 850 mg of (+/-)-cis-8,9-diethoxy-6-(2-chloropyrid-5-yl)-1,2,3,4,4a,10b-hexahydrophenanthridine are suspended in 60 ml of toluene, treated with 1.0 g of potassium carbonate, 2.0 g of potassium hydroxide and 0.26 mg of tris[2-(2-methoxyethoxy)ethyl]amine and refluxed overnight. The suspension is filtered, the solvent is removed in vacuo, the residue is taken up in water, and the mixture is neutralized with 0.1 M hydrochloric acid and extracted with ethyl acetate. The organic phase is dried using s...